From a dataset of the Open Reaction Database (ORD), a public repository of structured organic reaction records. describe an organic reaction: reactants, conditions, products, and yield Reactants: N1(CCCCC1)CC=1C=C(OCCCC=O)C=CC1 (4-[3-(1-piperidinylmethyl)phenoxy]butanal), NC1=NNC(=N1)N (3,5-diamino-1,2,4-triazole), [BH4-].[Na+] (sodium borohydride). Run in C(C)O (ethanol). Run at time 18 hour. The product is N1(CCCCC1)CC=1C=C(OCCCCNC2=NC(=NN2)N)C=CC1 (N5 -[4-[3-(1-Piperidinylmethyl)phenoxy]butyl]-1H-1,2,4-triazole-3,5-diamine). The yield is 36.3%. As a reaction SMILES: [N:1]1([CH2:7][C:8]2[CH:9]=[C:10]([CH:17]=[CH:18][CH:19]=2)[O:11][CH2:12][CH2:13][CH2:14][CH:15]=O)[CH2:6][CH2:5][CH2:4][CH2:3][CH2:2]1.[NH2:20][C:21]1[N:25]=[C:24]([NH2:26])[NH:23][N:22]=1.[BH4-].[Na+]>C(O)C>[N:1]1([CH2:7][C:8]2[CH:9]=[C:10]([CH:17]=[CH:18][CH:19]=2)[O:11][CH2:12][CH2:13][CH2:14][CH2:15][NH:26][C:24]2[NH:23][N:22]=[C:21]([NH2:20])[N:25]=2)[CH2:6][CH2:5][CH2:4][CH2:3][CH2:2]1 |f:2.3|. Reported procedure: A solution of 4-[3-(1-piperidinylmethyl)phenoxy]butanal (522 mg) and 3,5-diamino-1,2,4-triazole (200 mg) in absolute ethanol (20 ml) was heated under reflux for 2 h. The cooled solution was treated with sodium borohydride (200 mg) and stirred at room temperature for 18 hr. The mixture was evaporated in vacuo and the residue partitioned between ethyl acetate and water. The combined organic extracts were evaporated in vacuo and the residue was chromatographed on silica with methanol as eluant to g...